describe an organic reaction: reactants, conditions, products, and yield From a dataset of the Open Reaction Database (ORD), a public repository of structured organic reaction records. The reactants are COC(=O)Cc1c(C(=O)OC)ccn1C, COC=O, [H-], [Na+], C1CCOC1. Yields the product COC(=O)C(=CO)c1c(C(=O)OC)ccn1C. As a reaction SMILES: [CH3:1][O:2][C:3](=[O:4])[c:5]1[c:6]([CH2:11][C:12](=[O:13])[O:14][CH3:15])[n:7]([CH3:10])[cH:8][cH:9]1.[CH:18](=[O:19])[O:20][CH3:21].[H-:16].[Na+:17].[O:22]1[CH2:23][CH2:24][CH2:25][CH2:26]1>>[CH3:1][O:2][C:3](=[O:4])[c:5]1[c:6]([C:11]([C:12](=[O:13])[O:14][CH3:15])=[CH:18][OH:19])[n:7]([CH3:10])[cH:8][cH:9]1. The reactants are C1CCOC1, O=C1CCC(=O)N1Cl, Cn1nccc1-c1sc(C(=O)O)cc1Cl. The product is Cn1ncc(Cl)c1-c1sc(C(=O)O)cc1Cl. RXN SMILES: [CH2:24]1[O:25][CH2:26][CH2:27][CH2:28]1.[Cl:16][N:17]1[C:18](=[O:19])[CH2:20][CH2:21][C:22]1=[O:23].[Cl:1][c:2]1[cH:3][c:4]([C:13](=[O:14])[OH:15])[s:5][c:6]1-[c:7]1[cH:8][cH:9][n:10][n:11]1[CH3:12]>>[Cl:1][c:2]1[cH:3][c:4]([C:13](=[O:14])[OH:15])[s:5][c:6]1-[c:7]1[c:8]([Cl:16])[cH:9][n:10][n:11]1[CH3:12]. Starting materials: C(C)(=O)SCCN(C(N[C@H](C(=O)N1CCN(CC1)C)CC1=CC=CC=C1)=O)CCC1=CC=CC=C1 (1-[(2S)-2-[3-[2-(Acetylthio)ethyl]-3-phenethylureido]-3-phenylpropionyl]-4-methylpiperazine), C(\C=C\C(=O)O)(=O)O (fumaric acid). The solvent is CCOCC (ether), CO (methanol). Product: C(\C=C\C(=O)O)(=O)O.C(C)(=O)SCCN(C(N[C@H](C(=O)N1CCN(CC1)C)CC1=CC=CC=C1)=O)CCC1=CC=CC=C1 (1-[(2S)-2-[3-[2-(Acetylthio)ethyl]-3-phenethylureido]-3-phenylpropionyl]-4-methylpiperazine hydrogen fumarate). The yield is 44.7%. Reaction SMILES: [C:1]([S:4][CH2:5][CH2:6][N:7]([CH2:28][CH2:29][C:30]1[CH:35]=[CH:34][CH:33]=[CH:32][CH:31]=1)[C:8](=[O:27])[NH:9][C@@H:10]([CH2:20][C:21]1[CH:26]=[CH:25][CH:24]=[CH:23][CH:22]=1)[C:11]([N:13]1[CH2:18][CH2:17][N:16]([CH3:19])[CH2:15][CH2:14]1)=[O:12])(=[O:3])[CH3:2].[C:36]([OH:43])(=[O:42])/[CH:37]=[CH:38]/[C:39]([OH:41])=[O:40]>CCOCC.CO>[C:36]([OH:43])(=[O:42])/[CH:37]=[CH:38]/[C:39]([OH:41])=[O:40].[C:1]([S:4][CH2:5][CH2:6][N:7]([CH2:28][CH2:29][C:30]1[CH:35]=[CH:34][CH:33]=[CH:32][CH:31]=1)[C:8](=[O:27])[NH:9][C@@H:10]([CH2:20][C:21]1[CH:22]=[CH:23][CH:24]=[CH:25][CH:26]=1)[C:11]([N:13]1[CH2:14][CH2:15][N:16]([CH3:19])[CH2:17][CH2:18]1)=[O:12])(=[O:3])[CH3:2] |f:4.5|. Procedure details: 1-[(2S)-2-[3-[2-(Acetylthio)ethyl]-3-phenethylureido]-3-phenylpropionyl]-4-methylpiperazine (Compound No. 27-2, 16.39 g) is dissolved in ether (150 ml), and a solution of fumaric acid (3.83 g) in methanol (100 ml) is added thereto under ice cooling. The reaction mixture is concentrated under reduced pressure, the resulting oily matter is dissolved in diethyl ketone (40 ml), and the solution is allowed to stand in a refrigerator overnight to give 9.04 g (45%) of the titled compound (Compound No. ... The reactants are CCOC(C)=O, Nc1cc(Cl)nc(-c2ccccc2)n1, CC(=O)NCCN. Yields the product CC(=O)NCCNc1cc(N)nc(-c2ccccc2)n1. RXN SMILES: [CH3:22][CH2:23][O:24][C:25]([CH3:26])=[O:27].[Cl:1][c:2]1[cH:3][c:4]([NH2:14])[n:5][c:6](-[c:8]2[cH:9][cH:10][cH:11][cH:12][cH:13]2)[n:7]1.[NH2:15][CH2:16][CH2:17][NH:18][C:19]([CH3:20])=[O:21]>>[c:2]1([NH:15][CH2:16][CH2:17][NH:18][C:19]([CH3:20])=[O:21])[cH:3][c:4]([NH2:14])[n:5][c:6](-[c:8]2[cH:9][cH:10][cH:11][cH:12][cH:13]2)[n:7]1.